This data is from the Open Reaction Database (ORD), a public repository of structured organic reaction records. The task is: describe an organic reaction: reactants, conditions, products, and yield Reactants: CC(CC12CC3CC(CC(C3)C1)C2)=NO, CC(=O)O. Product: CC(N)CC12CC3CC(CC(C3)C1)C2. RXN SMILES: [C:1]12([CH2:11][C:12]([CH3:13])=[N:14][OH:15])[CH2:2][CH:3]3[CH2:4][CH:5]([CH2:6][CH:7]([CH2:8]1)[CH2:9]3)[CH2:10]2.[CH3:16][C:17](=[O:18])[OH:19]>>[C:1]12([CH2:11][CH:12]([CH3:13])[NH2:14])[CH2:2][CH:3]3[CH2:4][CH:5]([CH2:6][CH:7]([CH2:8]1)[CH2:9]3)[CH2:10]2. Starting materials: CC(CC(=O)O)CCCC(C)C (3,7-dimethyloctanoic acid). Run in O (water), S(=O)(Cl)Cl (thionyl chloride). Yields the product CC(CC(=O)O)CCCC(C)C (3,7-dimethyloctanoic acid), C(\C=C(/C)\CCC=C(C)C)(=O)O (geranic acid). As a reaction SMILES: [CH3:1][CH:2]([CH2:7][CH2:8][CH2:9][CH:10]([CH3:12])[CH3:11])[CH2:3][C:4]([OH:6])=[O:5]>S(Cl)(Cl)=O.O>[CH3:1][CH:2]([CH2:7][CH2:8][CH2:9][CH:10]([CH3:12])[CH3:11])[CH2:3][C:4]([OH:6])=[O:5].[C:4]([OH:6])(=[O:5])/[CH:3]=[C:2](/[CH2:7][CH2:8][CH:9]=[C:10]([CH3:11])[CH3:12])\[CH3:1]. Procedure: 3,7-dimethyloctanoic acid was dissolved in thionyl chloride (10 ml) and treated in water bath for 3 hours to distill off excess thionyl chloride. Ethanol (30 ml) was added to chloride of 3,7-dimethyloctanoic acid and refluxed in water bath for 2 hours. After cooling, the reaction mixture was added to 1N HCl (80 ml) to be acidic and distributed with EtOAc. The distributed liquid was purified with column chromatography (developing solvent: C6H14-EtOAc (3:1)) after concentration, and the 3,7-dimeth... The reactants are N1C=CC2=CC(=CC=C12)C(=O)N1CCN(CC1)C(C)C ((1H-indol-5-yl)-(4-isopropyl-piperazin-1-yl)-methanone), N1C=CC2=CC(=CC=C12)C(=O)N1CCN(CC1)C(C)C ((1H-indol-5-yl)-(4-isopropyl-piperazin-1-yl)-methanone), C(C)(C)(C)OC(=O)N1CC(CC1)CO (3-Hydroxymethyl-pyrrolidine-1-carboxylic acid tert-butyl ester), C(#N)C=P(CCCC)(CCCC)CCCC (cyanomethylenetri-n-butylphosphorane). Run in C1(=CC=CC=C1)C (toluene). Conditions: temperature 110 celsius. Product: C(C)(C)(C)OC(=O)N1CC(CC1)CN1C=CC2=CC(=CC=C12)C(=O)N1CCN(CC1)C(C)C (3-[5-(4-Isopropyl-piperazine-1-carbonyl)-indol-1-ylmethyl]-pyrrolidine-1-carboxylic acid tert-butyl ester). The yield is 39.3%. Reaction SMILES: [NH:1]1[C:9]2[C:4](=[CH:5][C:6]([C:10]([N:12]3[CH2:17][CH2:16][N:15]([CH:18]([CH3:20])[CH3:19])[CH2:14][CH2:13]3)=[O:11])=[CH:7][CH:8]=2)[CH:3]=[CH:2]1.[C:21]([O:25][C:26]([N:28]1[CH2:32][CH2:31][CH:30]([CH2:33]O)[CH2:29]1)=[O:27])([CH3:24])([CH3:23])[CH3:22].C(C=P(CCCC)(CCCC)CCCC)#N>C1(C)C=CC=CC=1>[C:21]([O:25][C:26]([N:28]1[CH2:32][CH2:31][CH:30]([CH2:33][N:1]2[C:9]3[C:4](=[CH:5][C:6]([C:10]([N:12]4[CH2:13][CH2:14][N:15]([CH:18]([CH3:20])[CH3:19])[CH2:16][CH2:17]4)=[O:11])=[CH:7][CH:8]=3)[CH:3]=[CH:2]2)[CH2:29]1)=[O:27])([CH3:24])([CH3:22])[CH3:23]. Procedure details: A mixture of 21.7 mg (0.08 mmol) (1H-indol-5-yl)-(4-isopropyl-piperazin-1-yl)-methanone (intermediate 1), 24.1 mg (0.12 mmol) 3-Hydroxymethyl-pyrrolidine-1-carboxylic acid tert-butyl ester (commercially available), 38.6 mg (0.16 mmol) cyanomethylenetri-n-butylphosphorane in 1.5 mL toluene was heated to 110° C. for an extended period of time. After evaporation the residue was purified by preparative HPLC on reversed phase eluting with a gradient formed from acetonitrile/water/NEt3. The combined p... Reactants: ice water, COC1=C(C=C2N=C(OC2=O)C)C=CC=C1 (4-(2′-Methoxybenzylidene)-2-methyl-4H-oxazol-5-one), NC1=CC=CC=C1 (aniline), C(C)(=O)[O-].[Na+] (sodium acetate), C([O-])([O-])=O.[K+].[K+] (potassium carbonate). Solvent: C(C)(=O)O (acetic acid). Conditions: temperature 100 celsius. Product: COC1=C(C=C2C(N(C(=N2)C)C2=CC=CC=C2)=O)C=CC=C1 (3,5-dihydro-5-(2′-methoxybenzylidene)-2-methyl-3-phenylimidazol-4-one). Yield: 27.5%. Reaction SMILES: [CH3:1][O:2][C:3]1[CH:16]=[CH:15][CH:14]=[CH:13][C:4]=1[CH:5]=[C:6]1[C:10](=[O:11])O[C:8]([CH3:12])=[N:7]1.[NH2:17][C:18]1[CH:23]=[CH:22][CH:21]=[CH:20][CH:19]=1.C([O-])(=O)C.[Na+].C(=O)([O-])[O-].[K+].[K+]>C(O)(=O)C>[CH3:1][O:2][C:3]1[CH:16]=[CH:15][CH:14]=[CH:13][C:4]=1[CH:5]=[C:6]1[N:7]=[C:8]([CH3:12])[N:17]([C:18]2[CH:23]=[CH:22][CH:21]=[CH:20][CH:19]=2)[C:10]1=[O:11] |f:2.3,4.5.6|. Procedure: 4-(2′-Methoxybenzylidene)-2-methyl-4H-oxazol-5-one (5 g) was dissolved in acetic acid (100 ml), and aniline (2.33 g) and sodium acetate (1.8 g) were added. The mixture was heated at 100° C. for 5 hr. The reaction mixture was poured into ice-water, neutralized with potassium carbonate and extracted with ethyl acetate. The organic layer was washed with water, dried over anhydrous sodium sulfate and concentrated under reduced pressure. The residue was purified by silica gel column chromatography (h... Starting materials: C(\C=C\C(=O)O)(=O)O (fumaric acid), CN1C(N(CC1)CCOC)=O (1-methyl-3-(2-methoxyethyl)-2-imidazolidinone), NC1=C(C=CC=C1)N1CCOCC1 (4-(2-aminophenyl)morpholine), P(=O)(Cl)(Cl)Cl (phosphorus oxychloride). Solvent: CO (methanol), C1=CC=CC=C1 (benzene), C1=CC=CC=C1 (benzene). Yields the product C(\C=C\C(=O)O)(=O)O.CN1C(N(CC1)CCOC)=NC1=C(C=CC=C1)N1CCOCC1 (4-{2-[1-methyl-3-(2-methoxyethyl)-2-imidazolidinylideneamino]phenyl}morpholine monofumarate). Reaction SMILES: [CH3:1][N:2]1[CH2:6][CH2:5][N:4]([CH2:7][CH2:8][O:9][CH3:10])[C:3]1=O.[NH2:12][C:13]1[CH:18]=[CH:17][CH:16]=[CH:15][C:14]=1[N:19]1[CH2:24][CH2:23][O:22][CH2:21][CH2:20]1.P(Cl)(Cl)(Cl)=O.[C:30]([OH:37])(=[O:36])/[CH:31]=[CH:32]/[C:33]([OH:35])=[O:34]>C1C=CC=CC=1.CO>[C:30]([OH:37])(=[O:36])/[CH:31]=[CH:32]/[C:33]([OH:35])=[O:34].[CH3:1][N:2]1[CH2:6][CH2:5][N:4]([CH2:7][CH2:8][O:9][CH3:10])[C:3]1=[N:12][C:13]1[CH:18]=[CH:17][CH:16]=[CH:15][C:14]=1[N:19]1[CH2:24][CH2:23][O:22][CH2:21][CH2:20]1 |f:6.7|. Procedure: Reaction of 1-methyl-3-(2-methoxyethyl)-2-imidazolidinone (11.4 g) in benzene (60 ml) with 4-(2-aminophenyl)morpholine (8.9 g) in benzene (80 ml) in the presence of phosphorus oxychloride (7.2 ml) for 30 hours at 80°-85° C. gave an oil a portion of which (1.8 g) was dissolved in methanol (10 ml) and treated with fumaric acid (0.9 g) to give 4-{2-[1-methyl-3-(2-methoxyethyl)-2-imidazolidinylideneamino]phenyl}morpholine monofumarate (m.p. 127°-129° C.) which was recrystallised from propan-2-ol. Reactants: solid, BrC1=CC(=CC=2C=C3N(C12)CCNC3=O)F (6-bromo-8-fluoro-3,4-dihydro-2H-pyrazino[1,2-a]indol-1-one), BrC1=CC(=CC=2C=C3N(C12)CCNC3=O)F (6-bromo-8-fluoro-3,4-dihydro-2H-pyrazino[1,2-a]indol-1-one), N1=CC=C(C=C1)B(O)O (pyridine-4-ylboronic acid). Yields the product FC1=CC=2C=C3N(C2C(=C1)C1=CC=NC=C1)CCNC3=O (8-Fluoro-6-pyridin-4-yl-3,4-dihydro-2H-pyrazino[1,2-a]indol-1-one). RXN SMILES: Br[C:2]1[C:10]2[N:9]3[CH2:11][CH2:12][NH:13][C:14](=[O:15])[C:8]3=[CH:7][C:6]=2[CH:5]=[C:4]([F:16])[CH:3]=1.[N:17]1[CH:22]=[CH:21][C:20](B(O)O)=[CH:19][CH:18]=1>>[F:16][C:4]1[CH:3]=[C:2]([C:20]2[CH:21]=[CH:22][N:17]=[CH:18][CH:19]=2)[C:10]2[N:9]3[CH2:11][CH2:12][NH:13][C:14](=[O:15])[C:8]3=[CH:7][C:6]=2[CH:5]=1. Procedure: The title compound, white solid (44 mg, 63%), MS (ISP) m/z=282.3 [(M+H)+], mp 323.5° C., was prepared in accordance with the general method of example 1 from 6-bromo-8-fluoro-3,4-dihydro-2H-pyrazino[1,2-a]indol-1-one (intermediate 1) (70.8 mg, 0.25 mmol) and commercially available pyridine-4-ylboronic acid (39.9 mg, 0.325 mmol).